Dataset: the Open Reaction Database (ORD), a public repository of structured organic reaction records. Task: describe an organic reaction: reactants, conditions, products, and yield Starting materials: CC(C)=CCCC(C)=CCCC(C)C(O)CCC(C)=CCCC(C)=CCO, CC(=O)OC(C)=O, O, c1ccncc1. The product is CC(=O)OCC=C(C)CCC=C(C)CCC(O)C(C)CCC=C(C)CCC=C(C)C. RXN SMILES: [CH3:1][C:2](=[CH:3][CH2:4][OH:5])[CH2:6][CH2:7][CH:8]=[C:9]([CH2:10][CH2:11][CH:12]([CH:13]([CH2:14][CH2:15][CH:16]=[C:17]([CH2:18][CH2:19][CH:20]=[C:21]([CH3:22])[CH3:23])[CH3:24])[CH3:25])[OH:26])[CH3:27].[CH3:28][C:29](=[O:30])[O:31][C:32](=[O:33])[CH3:34].[OH2:35].[cH:36]1[cH:37][cH:38][n:39][cH:40][cH:41]1>>[CH3:1][C:2](=[CH:3][CH2:4][O:5][C:29]([CH3:28])=[O:30])[CH2:6][CH2:7][CH:8]=[C:9]([CH2:10][CH2:11][CH:12]([CH:13]([CH2:14][CH2:15][CH:16]=[C:17]([CH2:18][CH2:19][CH:20]=[C:21]([CH3:22])[CH3:23])[CH3:24])[CH3:25])[OH:26])[CH3:27]. Reactants: BrC1=CC=C(C=C1)C1(CC1)C#N (1-(4-Bromophenyl)cyclopropanecarbonitrile), [OH-].[Na+] (NaOH), CCO (EtOH). Conditions: temperature 100 celsius. The product is BrC1=CC=C(C=C1)C1(CC1)C(=O)O (1-(4-Bromophenyl)cyclopropanecarboxylic acid). As a reaction SMILES: [Br:1][C:2]1[CH:7]=[CH:6][C:5]([C:8]2([C:11]#N)[CH2:10][CH2:9]2)=[CH:4][CH:3]=1.[OH-:13].[Na+].CC[OH:17]>>[Br:1][C:2]1[CH:7]=[CH:6][C:5]([C:8]2([C:11]([OH:17])=[O:13])[CH2:10][CH2:9]2)=[CH:4][CH:3]=1 |f:1.2|. Procedure: A mixture of nitrile (1 eq) from step 1, NaOH 25% (12 eq) in EtOH (0.5M) was heated to 100° C. for 5 h. The mixture was cooled to rt, quenched with AcOH and diluted with ether. The combined organic extracts were washed with brine, dried over MgSO4, filtered and concentrated. Flash chromatography (hexane:EtOAc, 90:10 to 50:50) afforded the title compound. Reactants: CC(C)(C)NS(=O)(=O)c1cccc(-c2ncn(-c3cc(C(F)(F)F)cc(-c4ccc(C(F)(F)F)cc4)n3)n2)c1, ClCCl, O=C(O)C(F)(F)F. The product is NS(=O)(=O)c1cccc(-c2ncn(-c3cc(C(F)(F)F)cc(-c4ccc(C(F)(F)F)cc4)n3)n2)c1. Reaction SMILES: [C:1]([CH3:2])([CH3:3])([CH3:4])[NH:5][S:6](=[O:7])(=[O:8])[c:9]1[cH:10][c:11](-[c:15]2[n:16][n:17](-[c:20]3[n:21][c:22](-[c:30]4[cH:31][cH:32][c:33]([C:36]([F:37])([F:38])[F:39])[cH:34][cH:35]4)[cH:23][c:24]([C:26]([F:27])([F:28])[F:29])[cH:25]3)[cH:18][n:19]2)[cH:12][cH:13][cH:14]1.[Cl:47][CH2:48][Cl:49].[F:40][C:41]([F:42])([F:43])[C:44]([OH:45])=[O:46]>>[NH2:5][S:6](=[O:7])(=[O:8])[c:9]1[cH:10][c:11](-[c:15]2[n:16][n:17](-[c:20]3[n:21][c:22](-[c:30]4[cH:31][cH:32][c:33]([C:36]([F:37])([F:38])[F:39])[cH:34][cH:35]4)[cH:23][c:24]([C:26]([F:27])([F:28])[F:29])[cH:25]3)[cH:18][n:19]2)[cH:12][cH:13][cH:14]1. Reactants: C(C)(C)(C)OC(=O)NC1=C(N=C(S1)Br)C(=O)NC=1C=NN(C1N1CCC(CC(C1)(F)F)NC(OC(C)(C)C)=O)C (tert-butyl 1-(4-(5-(tert-butoxycarbonyl-amino)-2-bromothiazole-4-carboxamido)-1-methyl-1H-pyrazol-5-yl)-6,6-difluoroazepan-4-ylcarbamate), FC=1C=NC=C(C1[Sn](CCCC)(CCCC)CCCC)F (3,5-difluoro-4-(tributylstannyl)pyridine). The product is NC1=C(N=C(S1)C1=C(C=NC=C1F)F)C(=O)NC=1C=NN(C1N1CC(CC(CC1)N)(F)F)C (5-amino-N-[5-(5-amino-3,3-difluoro-azepan-1-yl)-1-methyl-pyrazol-4-yl]-2-(3,5-difluoro-4-pyridyl)thiazole-4-carboxamide). The yield is 43.0%. RXN SMILES: C(OC([NH:8][C:9]1[S:13][C:12](Br)=[N:11][C:10]=1[C:15]([NH:17][C:18]1[CH:19]=[N:20][N:21]([CH3:40])[C:22]=1[N:23]1[CH2:29][C:28]([F:31])([F:30])[CH2:27][CH:26]([NH:32]C(=O)OC(C)(C)C)[CH2:25][CH2:24]1)=[O:16])=O)(C)(C)C.[F:41][C:42]1[CH:43]=[N:44][CH:45]=[C:46]([F:61])[C:47]=1[Sn](CCCC)(CCCC)CCCC>>[NH2:8][C:9]1[S:13][C:12]([C:47]2[C:46]([F:61])=[CH:45][N:44]=[CH:43][C:42]=2[F:41])=[N:11][C:10]=1[C:15]([NH:17][C:18]1[CH:19]=[N:20][N:21]([CH3:40])[C:22]=1[N:23]1[CH2:24][CH2:25][CH:26]([NH2:32])[CH2:27][C:28]([F:30])([F:31])[CH2:29]1)=[O:16]. Procedure details: Following the procedure for Example 422 starting from tert-butyl 1-(4-(5-(tert-butoxycarbonyl-amino)-2-bromothiazole-4-carboxamido)-1-methyl-1H-pyrazol-5-yl)-6,6-difluoroazepan-4-ylcarbamate and 3,5-difluoro-4-(tributylstannyl)pyridine gave 438 as a white solid (68 mg, 43% over two steps). 1H NMR (400 MHz, d6-DMSO) δ 8.83 (s, 1H), 8.67 (s, 2H), 7.78 (s, 2H), 7.61-7.56 (m, 1H), 3.79-3.56 (m, 4H), 3.46-3.33 (m, 1H), 3.37-3.16 (m, 2H), 3.16-3.06 (m, 1H), 2.35-2.08 (m, 2H), 1.91-1.78 (m, 1H), 1.81-1... Reactants: ClC(=O)N1C2=C(NC(C3=C1C=CC=C3)=O)C=CC=N2 (11-(chlorocarbonyl)-5,11-dihydro-6H-pyrido[2,3-b][1,4]benzodiazepin-6-one), C(C)N(CCC1CCN(CC1)CCN)CC (2-[4-[2-(diethylamino)ethyl]-piperidin-1-yl]ethanamine). The solvent is C(C)(=O)OCC (ethyl acetate). The product is C(C)N(CCC1CCN(CC1)CCNC(=O)N1C2=C(NC(C3=C1C=CC=C3)=O)C=CC=N2)CC (11-[[[2-[4-[2-(Diethylamino)ethyl]-piperidin-1-yl]ethyl]amino]carbonyl]-5,11-dihydro-6H-pyrido[2,3-b][1,4]benzodiazepin-6-one). Isolated yield 10.0%. RXN SMILES: Cl[C:2]([N:4]1[C:10]2[CH:11]=[CH:12][CH:13]=[CH:14][C:9]=2[C:8](=[O:15])[NH:7][C:6]2[CH:16]=[CH:17][CH:18]=[N:19][C:5]1=2)=[O:3].[CH2:20]([N:22]([CH2:34][CH3:35])[CH2:23][CH2:24][CH:25]1[CH2:30][CH2:29][N:28]([CH2:31][CH2:32][NH2:33])[CH2:27][CH2:26]1)[CH3:21]>C(OCC)(=O)C>[CH2:34]([N:22]([CH2:20][CH3:21])[CH2:23][CH2:24][CH:25]1[CH2:26][CH2:27][N:28]([CH2:31][CH2:32][NH:33][C:2]([N:4]2[C:10]3[CH:11]=[CH:12][CH:13]=[CH:14][C:9]=3[C:8](=[O:15])[NH:7][C:6]3[CH:16]=[CH:17][CH:18]=[N:19][C:5]2=3)=[O:3])[CH2:29][CH2:30]1)[CH3:35]. Procedure: Prepared analogously to Example 2 from 11-(chlorocarbonyl)-5,11-dihydro-6H-pyrido[2,3-b][1,4]benzodiazepin-6-one and 2-[4-[2-(diethylamino)ethyl]-piperidin-1-yl]ethanamine in a yield of 10% of theory. Colourless crystals, m.p. 170°-172° C. (ethyl acetate). Reactants: [C-]#N, [Cl-], CCC(CC)Nc1nc(C)nc(N2CCc3cc(Cl)cc(Cl)c32)c1I, N#C[Cu], [NH4+], [NH4+], [Na+], CN(C)C=O, [OH-]. Reaction SMILES: [C-:29]#[N:30].[Cl-:32].[Cl:1][c:2]1[cH:3][c:4]2[c:8]([c:9]([Cl:11])[cH:10]1)[N:7]([c:12]1[n:13][c:14]([CH3:25])[n:15][c:16]([NH:19][CH:20]([CH2:21][CH3:22])[CH2:23][CH3:24])[c:17]1[I:18])[CH2:6][CH2:5]2.[Cu:26][C:27]#[N:28].[NH4+:33].[NH4+:35].[Na+:31].[O:36]=[CH:37][N:38]([CH3:39])[CH3:40].[OH-:34]>>[Cl:1][c:2]1[cH:3][c:4]2[c:8]([c:9]([Cl:11])[cH:10]1)[N:7]([c:12]1[n:13][c:14]([CH3:25])[n:15][c:16]([NH:19][CH:20]([CH2:21][CH3:22])[CH2:23][CH3:24])[c:17]1[C:27]#[N:28])[CH2:6][CH2:5]2. Product: CCC(CC)Nc1nc(C)nc(N2CCc3cc(Cl)cc(Cl)c32)c1C#N. Starting materials: BrB(Br)Br, COc1ccc2cccc(F)c2c1. Product: Oc1ccc2cccc(F)c2c1. RXN SMILES: [B:14]([Br:15])([Br:16])[Br:17].[F:1][c:2]1[cH:3][cH:4][cH:5][c:6]2[cH:7][cH:8][c:9]([O:12][CH3:13])[cH:10][c:11]12>>[F:1][c:2]1[cH:3][cH:4][cH:5][c:6]2[cH:7][cH:8][c:9]([OH:12])[cH:10][c:11]12. Starting materials: C1(CCCCC1)N=C=NC1CCCCC1 (dicyclohexylcarbodiimide), CC(CC(C(=O)[O-])=O)C.[Na+] (sodium 4-methyl-2-oxopentanoate), Cl.NCC(=O)C1=CC=CC=C1 (2-aminoacetophenone hydrochloride), C=1C=CC2=C(C1)N=NN2O (HOBT). The solvent is ClCCl (dichloromethane), ClCCl (dichloromethane). Reaction conditions: time 8 hour. Yields the product CC(CC(C(=O)NCC(C1=CC=CC=C1)=O)=O)C (4-methyl-2-oxo-N-(2-oxo-2-phenylethyl)pentanamide). Reaction SMILES: C1(N=C=NC2CCCCC2)CCCCC1.[CH3:16][CH:17]([CH3:24])[CH2:18][C:19](=[O:23])[C:20]([O-:22])=O.[Na+].Cl.[NH2:27][CH2:28][C:29]([C:31]1[CH:36]=[CH:35][CH:34]=[CH:33][CH:32]=1)=[O:30].C1C=CC2N(O)N=NC=2C=1>ClCCl>[CH3:24][CH:17]([CH3:16])[CH2:18][C:19](=[O:23])[C:20]([NH:27][CH2:28][C:29](=[O:30])[C:31]1[CH:36]=[CH:35][CH:34]=[CH:33][CH:32]=1)=[O:22] |f:1.2,3.4|. Procedure: A solution of dicyclohexylcarbodiimide (DCC) (157 g) in dichloromethane (200 ml) was added dropwise over 2 hours to an efficiently stirred mixture of powdered sodium 4-methyl-2-oxopentanoate (115.5 g), 2-aminoacetophenone hydrochloride (130.4 g) and HOBT (103 g) in dichloromethane (1 liter). The mixture was stirred overnight and the insoluble dicyclohexylurea removed by filtration. The filtrate was concentrated and the residue redissolved in dichloromethane (500 ml). The mixture was filtered to ... The reactants are FC(C(=O)O)(F)F.ClC=1N=CN(C1)C1=C(C=C(C=C1)NC1=NN2C(C(CC(CC2)=C)C2=CC=C(C=C2)F)=N1)OC (N-(4-(4-chloro-1H-imidazol-1-yl)-3-methoxyphenyl)-9-(4-fluorophenyl)-7-methylene-6,7,8,9-tetrahydro-5H-[1,2,4]triazolo[1,5-a]azepin-2-amine 2,2,2-trifluoroacetate). Reagents/catalysts: [Pt] (Platinum). The solvent is C(C)O (ethanol). Reaction conditions: temperature 0 celsius, time 16 hour. Yields the product ClC=1N=CN(C1)C1=C(C=C(C=C1)NC1=NN2C(C(CC(CC2)C)C2=CC=C(C=C2)F)=N1)OC (N-(4-(4-chloro-1H-imidazol-1-yl)-3-methoxyphenyl)-9-(4-fluorophenyl)-7-methyl-6,7,8,9-tetrahydro-5H-[1,2,4]triazolo[1,5-a]azepin-2-amine). The yield is 74.0%. RXN SMILES: FC(F)(F)C(O)=O.[Cl:8][C:9]1[N:10]=[CH:11][N:12]([C:14]2[CH:19]=[CH:18][C:17]([NH:20][C:21]3[N:38]=[C:24]4[CH:25]([C:31]5[CH:36]=[CH:35][C:34]([F:37])=[CH:33][CH:32]=5)[CH2:26][C:27](=[CH2:30])[CH2:28][CH2:29][N:23]4[N:22]=3)=[CH:16][C:15]=2[O:39][CH3:40])[CH:13]=1>C(O)C.[Pt]>[Cl:8][C:9]1[N:10]=[CH:11][N:12]([C:14]2[CH:19]=[CH:18][C:17]([NH:20][C:21]3[N:38]=[C:24]4[CH:25]([C:31]5[CH:36]=[CH:35][C:34]([F:37])=[CH:33][CH:32]=5)[CH2:26][CH:27]([CH3:30])[CH2:28][CH2:29][N:23]4[N:22]=3)=[CH:16][C:15]=2[O:39][CH3:40])[CH:13]=1 |f:0.1|. Reported procedure: N-(4-(4-chloro-1H-imidazol-1-yl)-3-methoxyphenyl)-9-(4-fluorophenyl)-7-methylene-6,7,8,9-tetrahydro-5H-[1,2,4]triazolo[1,5-a]azepin-2-amine (65 mg, 0.140 mmol, from example 133) was dissolved in ethanol (5 mL), flushed with nitrogen, and chilled to 0° C. Platinum on sulfided carbon (136 mg, 0.140 mmol) was added and the flask was repeated evacuated and flushed with hydrogen gas (balloon). The reaction mixture was stirred under an atmosphere of hydrogen gas at rt for 16 h. The reaction mixture wa...